Dataset: the Open Reaction Database (ORD), a public repository of structured organic reaction records. Task: describe an organic reaction: reactants, conditions, products, and yield Starting materials: NC=1C=CC2=C(C(=NC(C(N2C)=O)(C)C)C2=C(C=CC=C2)Cl)C1 (7-amino-5-(o-chlorophenyl)-1,3-dihydro-1,3,3-trimethyl-2H-1,4-benzodiazepin-2-one), BrBr (bromine). Run in C(C)(=O)O (acetic acid), C(C)(=O)O (acetic acid). Reaction conditions: time 60 minute. The product is NC=1C=CC2=C(C(=NC(C(N2C)=O)(C)C)C2=C(C=CC=C2)Cl)C1Br (7-amino-6-bromo-5-(o-chlorophenyl)-1,3-dihydro-1,3,3-trimethyl-2H-1,4-benzodiazepin-2-one). Reaction SMILES: [NH2:1][C:2]1[CH:3]=[CH:4][C:5]2[N:11]([CH3:12])[C:10](=[O:13])[C:9]([CH3:15])([CH3:14])[N:8]=[C:7]([C:16]3[CH:21]=[CH:20][CH:19]=[CH:18][C:17]=3[Cl:22])[C:6]=2[CH:23]=1.[Br:24]Br>C(O)(=O)C>[NH2:1][C:2]1[CH:3]=[CH:4][C:5]2[N:11]([CH3:12])[C:10](=[O:13])[C:9]([CH3:15])([CH3:14])[N:8]=[C:7]([C:16]3[CH:21]=[CH:20][CH:19]=[CH:18][C:17]=3[Cl:22])[C:6]=2[C:23]=1[Br:24]. Procedure: 16 g (0.049 mol) of 7-amino-5-(o-chlorophenyl)-1,3-dihydro-1,3,3-trimethyl-2H-1,4-benzodiazepin-2-one in 160 ml of glacial acetic acid are treated slowly while stirring with 8.5 g of bromine in 10 ml of glacial acetic acid. After 60 minutes at room temperature, the reaction mixture is concentrated and the residue is partitioned between aqueous ammonia and methylene chloride. The aqueous phase is extracted several times more with methylene chloride. The combined organic extracts are dried and eva... Reactants: C([O-])([O-])=O.[Cs+].[Cs+] (Cesium carbonate), BrC1=NC=CC=N1 (2-bromopyrimidine), COC(=O)C=1C(=NSC1N)SCC1=CC=C(C=C1)Cl (5-Amino-3-(4-chloro-benzylsulfanyl)-isothiazole-4-carboxylic acid methyl ester), C1(=CC=CC=C1)P(C1=C(C2=CC=CC=C2C=C1)C1=C(C=CC2=CC=CC=C12)P(C1=CC=CC=C1)C1=CC=CC=C1)C1=CC=CC=C1 (racemic 2,2′-Bis(diphenyl-phosphino)-1,1′-binaphthyl). The reagents and catalysts are C=1C=CC(=CC1)/C=C/C(=O)/C=C/C2=CC=CC=C2.C=1C=CC(=CC1)/C=C/C(=O)/C=C/C2=CC=CC=C2.C=1C=CC(=CC1)/C=C/C(=O)/C=C/C2=CC=CC=C2.[Pd].[Pd] (Tris(dibenzylideneacetone)-dipalladium (0)). The solvent is C1(=CC=CC=C1)C (toluene). Conditions: temperature 100 celsius, time 4 hour. The product is COC(=O)C=1C(=NSC1NC1=NC=CC=N1)SCC1=CC=C(C=C1)Cl (3-(4-Chloro-benzylsulfanyl)-5-(pyrimidin-2-ylamino)-isothiazole-4-carboxylic acid methyl ester). The yield is 70.3%. RXN SMILES: C1(P(C2C=CC=CC=2)C2C=CC3C(=CC=CC=3)C=2C2C3C(=CC=CC=3)C=CC=2P(C2C=CC=CC=2)C2C=CC=CC=2)C=CC=CC=1.C(=O)([O-])[O-].[Cs+].[Cs+].Br[C:54]1[N:59]=[CH:58][CH:57]=[CH:56][N:55]=1.[CH3:60][O:61][C:62]([C:64]1[C:65]([S:70][CH2:71][C:72]2[CH:77]=[CH:76][C:75]([Cl:78])=[CH:74][CH:73]=2)=[N:66][S:67][C:68]=1[NH2:69])=[O:63]>C1(C)C=CC=CC=1.C1C=CC(/C=C/C(/C=C/C2C=CC=CC=2)=O)=CC=1.C1C=CC(/C=C/C(/C=C/C2C=CC=CC=2)=O)=CC=1.C1C=CC(/C=C/C(/C=C/C2C=CC=CC=2)=O)=CC=1.[Pd].[Pd]>[CH3:60][O:61][C:62]([C:64]1[C:65]([S:70][CH2:71][C:72]2[CH:77]=[CH:76][C:75]([Cl:78])=[CH:74][CH:73]=2)=[N:66][S:67][C:68]=1[NH:69][C:54]1[N:59]=[CH:58][CH:57]=[CH:56][N:55]=1)=[O:63] |f:1.2.3,7.8.9.10.11|. Reported procedure: racemic 2,2′-Bis(diphenyl-phosphino)-1,1′-binaphthyl (87 mg, 0.14 mmol) is dissolved in toluene (4.5 mL) and then Tris(dibenzylideneacetone)-dipalladium (0) (44 mg, 0.05 mmol), Cesium carbonate (468 mg, 1.43 mmol), 2-bromopyrimidine (228 mg, 1.43 mmol), and compound 20 (300 mg, 0.96 mmol) are added. The reaction mixture is vigorously stirred at 100° C. for 4 hrs. The reaction is then filtered hot and washed with methylene chloride followed by hot dichloroethane (30 mL). The mother liquor is then... The reactants are CC1(C)CN=C2N(C1)c1ccc(C#N)cc1C21OCCCO1, CS(=O)(=O)O, [NH4+], [OH-]. The product is CC1(C)CN=C2C(=O)c3cc(C#N)ccc3N2C1. RXN SMILES: [CH3:1][C:2]1([CH3:22])[CH2:3][N:4]=[C:5]2[N:6]([c:7]3[cH:8][cH:9][c:10]([C:19]#[N:20])[cH:11][c:12]3[C:13]23[O:14][CH2:18][CH2:17][CH2:16][O:15]3)[CH2:21]1.[CH3:25][S:26](=[O:27])(=[O:28])[OH:29].[NH4+:24].[OH-:23]>>[CH3:1][C:2]1([CH3:22])[CH2:3][N:4]=[C:5]2[N:6]([c:7]3[cH:8][cH:9][c:10]([C:19]#[N:20])[cH:11][c:12]3[C:13]2=[O:14])[CH2:21]1.